From a dataset of the Open Reaction Database (ORD), a public repository of structured organic reaction records. describe an organic reaction: reactants, conditions, products, and yield The reactants are CN(C)C=O, [Cl-], ClCc1ccccc1, O=C(O)c1c(O)cccc1Cl, Cl, [H-], [H][H], [I-], [Na+], [Na+], [Na+]. The product is O=C(OCc1ccccc1)c1c(O)cccc1Cl. Reaction SMILES: [CH3:29][N:30]([CH3:31])[CH:32]=[O:33].[Cl-:28].[Cl:16][CH2:17][c:18]1[cH:19][cH:20][cH:21][cH:22][cH:23]1.[Cl:1][c:2]1[cH:3][cH:4][cH:5][c:6]([OH:11])[c:7]1[C:8](=[O:9])[OH:10].[ClH:26].[H-:12].[H:14][H:15].[I-:25].[Na+:13].[Na+:24].[Na+:27]>>[Cl:1][c:2]1[cH:3][cH:4][cH:5][c:6]([OH:11])[c:7]1[C:8](=[O:9])[O:10][CH2:17][c:18]1[cH:19][cH:20][cH:21][cH:22][cH:23]1.